Dataset: the Open Reaction Database (ORD), a public repository of structured organic reaction records. Task: describe an organic reaction: reactants, conditions, products, and yield The reactants are [N+](=O)([O-])C1=CC=C(C(=O)N)C=C1 (p-nitrobenzamide). The reagents and catalysts are [Pd] (Pd/C). Solvent: C(C)O (ethanol). The product is NC1=CC=C(C(=O)N)C=C1 (p-aminobenzamide). The yield is 105.2%. As a reaction SMILES: [N+:1]([C:4]1[CH:12]=[CH:11][C:7]([C:8]([NH2:10])=[O:9])=[CH:6][CH:5]=1)([O-])=O>C(O)C.[Pd]>[NH2:1][C:4]1[CH:12]=[CH:11][C:7]([C:8]([NH2:10])=[O:9])=[CH:6][CH:5]=1. Procedure details: In 100 ml of absolute ethanol, 8.35 g of the compound of Example II was hydrogenated over 2 spatulas-full of 10% Pd/C in a Parr apparatus at ca 40 lbs/in2 for 3-4 hrs. Under a nitrogen blanket, the catalyst was filtered off through a Celite pad (sintered glass funnel), which was washed with two volumes of ethanol. Evaporation gave ca 7.2 g of a brown oil. Reactants: ClC=1C=C(C=CC1)N1N=C(N=N1)C1=NC=CC=C1 (2-[2-(3-chlorophenyl)-2H-tetrazol-5-yl]pyridine), IC=1C=C(N)C=CC1 (3-iodoaniline), N1=C(C=CC=C1)C=O (pyridine-2-carboxaldehyde). The product is IC=1C=C(C=CC1)N1N=C(N=N1)C1=NC=CC=C1 (2-[2-(3-iodophenyl)-2H-tetrazol-5-yl]pyridine). As a reaction SMILES: Cl[C:2]1[CH:3]=[C:4]([N:8]2[N:12]=[N:11][C:10]([C:13]3[CH:18]=[CH:17][CH:16]=[CH:15][N:14]=3)=[N:9]2)[CH:5]=[CH:6][CH:7]=1.[I:19]C1C=C(C=CC=1)N.N1C=CC=CC=1C=O>>[I:19][C:2]1[CH:3]=[C:4]([N:8]2[N:12]=[N:11][C:10]([C:13]3[CH:18]=[CH:17][CH:16]=[CH:15][N:14]=3)=[N:9]2)[CH:5]=[CH:6][CH:7]=1. Procedure: Following the procedure described in EXAMPLE 1 for the synthesis of 2-[2-(3-chlorophenyl)-2H-tetrazol-5-yl]pyridine, 3-iodoaniline (263 mg, 1.2 mmol) and pyridine-2-carboxaldehyde (128 mg, 1.2 mmol) were employed to obtain 2-[2-(3-iodophenyl)-2H-tetrazol-5-yl]pyridine as an orange solid. Reactants: [Br-], C=C(C)[Mg+], COCCCN1CCOc2ccc(COC3CN(S(=O)(=O)c4ccc(C)cc4)C(CC(=O)N(C)OC)CC3c3ccc(OC)cc3)cc21. Product: C=C(C)C(=O)CC1CC(c2ccc(OC)cc2)C(OCc2ccc3c(c2)N(CCCOC)CCO3)CN1S(=O)(=O)c1ccc(C)cc1. RXN SMILES: [Br-:49].[C:50](=[CH2:51])([CH3:52])[Mg+:53].[CH3:1][O:2][N:3]([C:4]([CH2:5][CH:6]1[N:7]([S:37](=[O:38])(=[O:39])[c:40]2[cH:41][cH:42][c:43]([CH3:46])[cH:44][cH:45]2)[CH2:8][CH:9]([O:20][CH2:21][c:22]2[cH:23][cH:24][c:25]3[c:26]([cH:36]2)[N:27]([CH2:31][CH2:32][CH2:33][O:34][CH3:35])[CH2:28][CH2:29][O:30]3)[CH:10]([c:12]2[cH:13][cH:14][c:15]([O:18][CH3:19])[cH:16][cH:17]2)[CH2:11]1)=[O:47])[CH3:48]>>[C:4]([CH2:5][CH:6]1[N:7]([S:37](=[O:38])(=[O:39])[c:40]2[cH:41][cH:42][c:43]([CH3:46])[cH:44][cH:45]2)[CH2:8][CH:9]([O:20][CH2:21][c:22]2[cH:23][cH:24][c:25]3[c:26]([cH:36]2)[N:27]([CH2:31][CH2:32][CH2:33][O:34][CH3:35])[CH2:28][CH2:29][O:30]3)[CH:10]([c:12]2[cH:13][cH:14][c:15]([O:18][CH3:19])[cH:16][cH:17]2)[CH2:11]1)(=[O:47])[C:50](=[CH2:51])[CH3:52]. Reactants: O (water), C(F)(F)C(F)(F)C(F)(F)C(F)(F)CO (H(CF2)4CH2OH), CS(=O)C (dimethyl sulfoxide), C(C=C)Cl (allyl chloride), [OH-].[Na+] (sodium hydroxide). Run at time 5 hour. The product is C(F)(F)C(F)(F)C(F)(F)C(F)(F)COCCCS (H(CF2)4CH2OCH2CH2CH2SH). As a reaction SMILES: [CH:1]([C:4]([C:7]([C:10]([CH2:13][OH:14])([F:12])[F:11])([F:9])[F:8])([F:6])[F:5])([F:3])[F:2].[OH-].[Na+].[CH2:17](Cl)[CH:18]=[CH2:19].O.C[S:23](C)=O>>[CH:1]([C:4]([C:7]([C:10]([CH2:13][O:14][CH2:19][CH2:18][CH2:17][SH:23])([F:11])[F:12])([F:9])[F:8])([F:6])[F:5])([F:2])[F:3] |f:1.2|. Reported procedure: 50 g of H(CF2)4CH2OH was dissolved in 100 ml of dimethyl sulfoxide (DMSO). 22.4 g of sodium hydroxide was added with stirring, and then 33 g of allyl chloride was dded slowly at room temperature over 2 hours. Stirring was continued for 5 hours. After filtration of precipitates, the solution was heated on a water bath to remove unreacted allyl chloride. The solution was poured into a large amount of water to separate H(CF2)4CH2OCH2 --CH=CH2. A small quantity of BPO of the order of mg was added to... Procedure details: A tetrahydrofuran (30 ml) solution of N-methyl-N-methyloxy-2-amino-5-chlorobenzamide (4.3 g) and N-tert-butoxycarbonyl-3-bromoaniline (3.79 g) was cooled to −78° C. To the solution was gradually added dropwise a hexane solution of n-butyl lithium (1.6 mol/L) (42 ml). To the mixture were added water (100 ml) and acetic acid ethyl ester (300 ml). The organic layer was washed with water and dried over anhydrous MgSO4. The _solvent was then distilled off, and the residue was purified by means of a s... Product: NC1=C(C(=O)C2=CC(=CC=C2)NC(=O)OC(C)(C)C)C=C(C=C1)Cl (2-amino-3′-tert-butoxycarbonylamino-5-chlorobenzophenone). Reaction SMILES: O1CCCC1.CN(OC)[C:8](=[O:17])[C:9]1[CH:14]=[C:13]([Cl:15])[CH:12]=[CH:11][C:10]=1[NH2:16].[C:20]([O:24][C:25]([NH:27][C:28]1[CH:33]=[CH:32][CH:31]=[C:30](Br)[CH:29]=1)=[O:26])([CH3:23])([CH3:22])[CH3:21].C([Li])CCC>C(OC(=O)C)C.O.CCCCCC>[NH2:16][C:10]1[CH:11]=[CH:12][C:13]([Cl:15])=[CH:14][C:9]=1[C:8]([C:32]1[CH:31]=[CH:30][CH:29]=[C:28]([NH:27][C:25]([O:24][C:20]([CH3:23])([CH3:22])[CH3:21])=[O:26])[CH:33]=1)=[O:17]. Isolated yield 14.5%. Solvent: CCCCCC (hexane), C(C)OC(C)=O (acetic acid ethyl ester), O (water). The reactants are C(CCC)[Li] (n-butyl lithium), O1CCCC1 (tetrahydrofuran), CN(C(C1=C(C=CC(=C1)Cl)N)=O)OC (N-methyl-N-methyloxy-2-amino-5-chlorobenzamide), C(C)(C)(C)OC(=O)NC1=CC(=CC=C1)Br (N-tert-butoxycarbonyl-3-bromoaniline). The reactants are CC(=O)OC(C)=O, Cc1cc(F)c(I)cc1C1C(OC(C)c2cc(C(F)(F)F)cc(C(F)(F)F)c2)OCC2CNCC21. Yields the product CC(=O)N1CC2COC(OC(C)c3cc(C(F)(F)F)cc(C(F)(F)F)c3)C(c3cc(I)c(F)cc3C)C2C1. RXN SMILES: [CH3:36][C:37](=[O:38])[O:39][C:40](=[O:41])[CH3:42].[F:1][C:2]([c:3]1[cH:4][c:5]([CH:13]([CH3:14])[O:15][CH:16]2[CH:17]([c:25]3[c:26]([CH3:33])[cH:27][c:28]([F:32])[c:29]([I:31])[cH:30]3)[CH:18]3[CH:19]([CH2:20][NH:21][CH2:22]3)[CH2:23][O:24]2)[cH:6][c:7]([C:9]([F:10])([F:11])[F:12])[cH:8]1)([F:34])[F:35]>>[F:1][C:2]([c:3]1[cH:4][c:5]([CH:13]([CH3:14])[O:15][CH:16]2[CH:17]([c:25]3[c:26]([CH3:33])[cH:27][c:28]([F:32])[c:29]([I:31])[cH:30]3)[CH:18]3[CH:19]([CH2:20][N:21]([C:37]([CH3:36])=[O:38])[CH2:22]3)[CH2:23][O:24]2)[cH:6][c:7]([C:9]([F:10])([F:11])[F:12])[cH:8]1)([F:34])[F:35]. Starting materials: C[C@@H]1[C@@H](NCCC1)CNC(OC(C)(C)C)=O (rac-cis-tert-butyl ((3-methylpiperidin-2-yl)methyl)carbamate), CC=1SC(=C(N1)C(=O)O)C1=CC=CC=C1 (2-methyl-5-phenylthiazole-4-carboxylic acid). The product is NC[C@@H]1N(CCC[C@@H]1C)C(=O)C=1N=C(SC1C1=CC=CC=C1)C (rac-cis-(2-(Aminomethyl)-3-methylpiperidin-1-yl)(2-methyl-5-phenylthiazol-4-yl)methanone). RXN SMILES: [CH3:1][C@H:2]1[CH2:7][CH2:6][CH2:5][NH:4][C@H:3]1[CH2:8][NH:9]C(=O)OC(C)(C)C.[CH3:17][C:18]1[S:19][C:20]([C:26]2[CH:31]=[CH:30][CH:29]=[CH:28][CH:27]=2)=[C:21]([C:23](O)=[O:24])[N:22]=1>>[NH2:9][CH2:8][C@H:3]1[C@@H:2]([CH3:1])[CH2:7][CH2:6][CH2:5][N:4]1[C:23]([C:21]1[N:22]=[C:18]([CH3:17])[S:19][C:20]=1[C:26]1[CH:27]=[CH:28][CH:29]=[CH:30][CH:31]=1)=[O:24]. Reported procedure: The title compound was synthesized following the same general protocol as described in Example 11 using rac-cis-tert-butyl ((3-methylpiperidin-2-yl)methyl)carbamate and 2-methyl-5-phenylthiazole-4-carboxylic acid. MS (ESI) 330.08 (M+H).